Dataset: the Open Reaction Database (ORD), a public repository of structured organic reaction records. Task: describe an organic reaction: reactants, conditions, products, and yield Reactants: Cc1cc(Br)ncc1C(Sc1ccc(C(F)(F)F)cn1)c1cc(F)ccc1F, [Li]CCCC, CCCCCC, CN(C)C=O, Cc1ccccc1, CCOC(C)=O, O. Yields the product Cc1cc(C=O)ncc1C(Sc1ccc(C(F)(F)F)cn1)c1cc(F)ccc1F. As a reaction SMILES: [Br:1][c:2]1[n:3][cH:4][c:5]([CH:9]([S:10][c:11]2[n:12][cH:13][c:14]([C:17]([F:18])([F:19])[F:20])[cH:15][cH:16]2)[c:21]2[c:22]([F:28])[cH:23][cH:24][c:25]([F:27])[cH:26]2)[c:6]([CH3:8])[cH:7]1.[CH2:35]([Li:36])[CH2:37][CH2:38][CH3:39].[CH3:29][CH2:30][CH2:31][CH2:32][CH2:33][CH3:34].[CH3:40][N:41]([CH:42]=[O:43])[CH3:44].[CH3:45][c:46]1[cH:47][cH:48][cH:49][cH:50][cH:51]1.[CH3:52][CH2:53][O:54][C:55](=[O:56])[CH3:57].[OH2:58]>>[c:2]1([CH:42]=[O:43])[n:3][cH:4][c:5]([CH:9]([S:10][c:11]2[n:12][cH:13][c:14]([C:17]([F:18])([F:19])[F:20])[cH:15][cH:16]2)[c:21]2[c:22]([F:28])[cH:23][cH:24][c:25]([F:27])[cH:26]2)[c:6]([CH3:8])[cH:7]1. Reactants: C1(=CC=CC=C1)P(C1=CC=CC=C1)C1=CC=CC=C1 (triphenylphosphine), [N+](=O)([O-])C=1C=C(C=CC1)C=O (3-nitrobenzenealdehyde), triphenylphosphine dichloromethylene, [N+](=O)([O-])C=1C=C(C=O)C=CC1 (3-nitro benzaldehyde), ββ-dichloro3-nitrostyrene, [N+](=O)([O-])C=1C=C(C(Cl)Cl)C=CC1 (3-nitrobenzalchloride). Run in C(Cl)(Cl)(Cl)Cl (carbon tetrachloride), C(Cl)(Cl)(Cl)Cl (carbon tetrachloride). Reaction conditions: temperature 60 celsius, time 2 hour. Product: ClC(=CC1=CC(=CC=C1)[N+](=O)[O-])Cl (β,β-dichloro-3-nitrostyrene). Reaction SMILES: C1(P(C2C=CC=CC=2)C2C=CC=CC=2)C=CC=CC=1.[N+:20]([C:23]1[CH:24]=[C:25]([CH:28]=[CH:29][CH:30]=1)[CH:26]=O)([O-:22])=[O:21].[N+](C1C=C(C=CC=1)[CH:37]([Cl:39])[Cl:38])([O-])=O>C(Cl)(Cl)(Cl)Cl>[Cl:38][C:37]([Cl:39])=[CH:26][C:25]1[CH:28]=[CH:29][CH:30]=[C:23]([N+:20]([O-:22])=[O:21])[CH:24]=1. Procedure details: A solution of 32.8 g. of triphenylphosphine in 70 ml. of carbon tetrachloride is stirred for 3 hours at 60° C. to prepare in situ the reagent triphenylphosphine dichloromethylene. A solution of 18.9 g. of 3-nitro benzaldehyde in 60 ml. of carbon tetrachloride is added and the mixture is continued to be stirred at 60° C. for an additional 2 hours, when vapour phase chromatography indicates that all the starting 3-nitrobenzenealdehyde has disappeared and two new peaks in a ratio of 1:1 show the fo... Starting materials: C([O-])([O-])=O.[Na+].[Na+] (sodium carbonate), ice, [K] (potassium), ClC=1C=C(C=CC1O)NC(N(C)C)=O (3-chloro-4-hydroxyphenyl-1,1-dimethylurea), CC(C#C)(C)OC(C)Cl (1-chloroethyl 1,1-dimethyl-2-propynyl ether). The solvent is CC(=O)C (acetone). Reaction conditions: time 8 hour. Yields the product ClC=1C=C(C=CC1OC(C)OC(C#C)(C)C)NC(N(C)C)=O (3-{3-Chloro-4-[1-(1,1-dimethyl-2-propynyloxy)-ethoxy]phenyl}-1,1-dimethylurea). As a reaction SMILES: [K].[Cl:2][C:3]1[CH:4]=[C:5]([NH:10][C:11](=[O:15])[N:12]([CH3:14])[CH3:13])[CH:6]=[CH:7][C:8]=1[OH:9].[CH3:16][C:17]([O:21][CH:22](Cl)[CH3:23])([CH3:20])[C:18]#[CH:19].C(=O)([O-])[O-].[Na+].[Na+]>CC(C)=O>[Cl:2][C:3]1[CH:4]=[C:5]([NH:10][C:11](=[O:15])[N:12]([CH3:13])[CH3:14])[CH:6]=[CH:7][C:8]=1[O:9][CH:22]([O:21][C:17]([CH3:20])([CH3:16])[C:18]#[CH:19])[CH3:23] |f:3.4.5,^1:0|. Procedure details: To a well-stirred suspension of the potassium salt of 3-chloro-4-hydroxyphenyl-1,1-dimethylurea (0.04 mole) in dry acetone (150 ml.) is added dropwise 1-chloroethyl 1,1-dimethyl-2-propynyl ether (5.9 grams, 0.04 mole). During the addition, an exotherm to 35° C. is observed; the reaction is stirred at room temperature overnight, then poured into an aqueous 10% sodium carbonate solution containing 200 grams of ice, and the mixture stirred vigorously for 30 minutes. The resulting solid is filtered ... Starting materials: ClCCl, CC(C)N, O=C(Cl)C(Cl)Cl. The product is CC(C)NC(=O)C(Cl)Cl. As a reaction SMILES: [CH2:11]([Cl:12])[Cl:13].[CH:7]([CH3:8])([CH3:9])[NH2:10].[Cl:1][CH:2]([Cl:3])[C:4]([Cl:5])=[O:6]>>[Cl:1][CH:2]([Cl:3])[C:4](=[O:6])[NH:10][CH:7]([CH3:8])[CH3:9]. Reactants: O=B[O-], Cc1ccccc1, Cc1cc(C)cc(C(=O)N2CCC(N)CC2Cc2ccc(Cl)cc2)c1, Cl, [Na+], [Na+], [Na+], O=C([O-])[O-], O=Cc1ccnc2ccccc12. Product: Cc1cc(C)cc(C(=O)N2CCC(NCc3ccnc4ccccc34)CC2Cc2ccc(Cl)cc2)c1. Reaction SMILES: [B:38]([O-:39])=[O:40].[CH3:49][c:50]1[cH:51][cH:52][cH:53][cH:54][cH:55]1.[Cl:1][c:2]1[cH:3][cH:4][c:5]([CH2:6][CH:7]2[N:8]([C:14]([c:15]3[cH:16][c:17]([CH3:22])[cH:18][c:19]([CH3:21])[cH:20]3)=[O:23])[CH2:9][CH2:10][CH:11]([NH2:13])[CH2:12]2)[cH:24][cH:25]1.[ClH:42].[Na+:41].[Na+:43].[Na+:44].[O-:45][C:46](=[O:47])[O-:48].[n:26]1[cH:27][cH:28][c:29]([CH:36]=[O:37])[c:30]2[cH:31][cH:32][cH:33][cH:34][c:35]12>>[Cl:1][c:2]1[cH:3][cH:4][c:5]([CH2:6][CH:7]2[N:8]([C:14]([c:15]3[cH:16][c:17]([CH3:22])[cH:18][c:19]([CH3:21])[cH:20]3)=[O:23])[CH2:9][CH2:10][CH:11]([NH:13][CH2:36][c:29]3[cH:28][cH:27][n:26][c:35]4[c:30]3[cH:31][cH:32][cH:33][cH:34]4)[CH2:12]2)[cH:24][cH:25]1.